From a dataset of the Open Reaction Database (ORD), a public repository of structured organic reaction records. describe an organic reaction: reactants, conditions, products, and yield Reactants: C(#N)C=1C(=C2C3=C(C(N(C(C3=CC=C2)=O)O)=O)C1)N1C[C@H](CC1)NC(OC(C)(C)C)=O ((S)-[1-(5-cyano-2-hydroxy-1,3-dioxo-2,3-dihydro-1H-benzo[de]isoquinolin-6-yl)-pyrrolidin-3-yl]-carbamic acid, tert-butyl ester), Cl (HCl). Solvent: CCO (EtOH). The product is Cl.N[C@@H]1CN(CC1)C=1C(=CC=2C(N(C(C3=CC=CC1C23)=O)O)=O)C#N ((S)-6-(3-Amino-pyrrolidin-1-yl)-5-cyano-2-hydroxy-benzo[de] isoquinoline-1,3-dione, Hydrochloride). Reaction SMILES: [C:1]([C:3]1[C:4]([N:19]2[CH2:23][CH2:22][C@H:21]([NH:24]C(=O)OC(C)(C)C)[CH2:20]2)=[C:5]2[CH:14]=[CH:13][CH:12]=[C:11]3[C:6]2=[C:7]([CH:18]=1)[C:8](=[O:17])[N:9]([OH:16])[C:10]3=[O:15])#[N:2].[ClH:32]>CCO>[ClH:32].[NH2:24][C@H:21]1[CH2:22][CH2:23][N:19]([C:4]2[C:3]([C:1]#[N:2])=[CH:18][C:7]3[C:8](=[O:17])[N:9]([OH:16])[C:10](=[O:15])[C:11]4[C:6]=3[C:5]=2[CH:14]=[CH:13][CH:12]=4)[CH2:20]1 |f:3.4|. Reported procedure: The (S)-[1-(5-cyano-2-hydroxy-1,3-dioxo-2,3-dihydro-1H-benzo[de]isoquinolin-6-yl)-pyrrolidin-3-yl]-carbamic acid, tert-butyl ester from above was dissolved in EtOH and reacted with a stream of HCl gas forming a precipitate which was collected by filtration and dried to give 0.021 g of the title compound, mp >250° C. Reactants: FC=1C=C(C(=O)CNC2=C(C=CC(=C2)OC)[C@H]2CC=3C=CC(=CC3CC2)OC(C(C)(C)C)=O)C=CC1O (pivalic acid (R)-6-{2-[(3-fluoro-4-hydroxybenzoyl)methylamino]-4-methoxyphenyl}-5,6,7,8-tetrahydronaphthalen-2-yl ester), ClCC(=O)N(CC)CC (2-chloro-N,N-diethylacetamide). The product is C(C)N(CCOC1=C(C=C(CCNC2=C(C=CC(=C2)OC)[C@H]2CC=3C=CC(=CC3CC2)O)C=C1)F)CC ((R)-6-{2-{[4-(2-Diethylaminoethoxy)-3-fluorobenzyl]methylamino}-4-methoxyphenyl}-5,6,7,8-tetrahydronaphthalen-2-ol). Yield: 47.4%. Reaction SMILES: [F:1][C:2]1[CH:3]=[C:4]([CH:34]=[CH:35][C:36]=1[OH:37])[C:5]([CH2:7][NH:8][C:9]1[CH:14]=[C:13]([O:15][CH3:16])[CH:12]=[CH:11][C:10]=1[C@@H:17]1[CH2:26][CH2:25][C:24]2[CH:23]=[C:22]([O:27]C(=O)C(C)(C)C)[CH:21]=[CH:20][C:19]=2[CH2:18]1)=O.Cl[CH2:39][C:40]([N:42]([CH2:45][CH3:46])[CH2:43][CH3:44])=O>>[CH2:43]([N:42]([CH2:45][CH3:46])[CH2:40][CH2:39][O:37][C:36]1[CH:35]=[CH:34][C:4]([CH2:5][CH2:7][NH:8][C:9]2[CH:14]=[C:13]([O:15][CH3:16])[CH:12]=[CH:11][C:10]=2[C@@H:17]2[CH2:26][CH2:25][C:24]3[CH:23]=[C:22]([OH:27])[CH:21]=[CH:20][C:19]=3[CH2:18]2)=[CH:3][C:2]=1[F:1])[CH3:44]. Reported procedure: Synthesized from pivalic acid (R)-6-{2-[(3-fluoro-4-hydroxybenzoyl)methylamino]-4-methoxyphenyl}-5,6,7,8-tetrahydronaphthalen-2-yl ester (20 mg) and 2-chloro-N,N-diethylacetamide (12 mg) according to an analogous synthetic method to Example 404 and purified by LC-MS, the title compound (9.5 mg) was obtained. Run in C(C)(=O)OCC (Ethyl acetate). Reaction SMILES: [NH2:1][CH2:2][C:3]1([CH2:12][C:13]([O:15][C:16]([CH3:19])([CH3:18])[CH3:17])=[O:14])[CH2:9][CH:8]2[CH:4]1[CH:5]=[C:6]([CH2:10][CH3:11])[CH2:7]2.O.[C:21]1([CH3:31])[CH:26]=[CH:25][C:24]([S:27]([OH:30])(=[O:29])=[O:28])=[CH:23][CH:22]=1>C(OCC)(=O)C>[C:21]1([CH3:31])[CH:22]=[CH:23][C:24]([S:27]([OH:30])(=[O:28])=[O:29])=[CH:25][CH:26]=1.[NH2:1][CH2:2][C@:3]1([CH2:12][C:13]([O:15][C:16]([CH3:17])([CH3:19])[CH3:18])=[O:14])[CH2:9][C@@H:8]2[C@H:4]1[CH:5]=[C:6]([CH2:10][CH3:11])[CH2:7]2 |f:1.2,4.5|. Yields the product C1(=CC=C(C=C1)S(=O)(=O)O)C.NC[C@]1([C@@H]2C=C(C[C@@H]2C1)CC)CC(=O)OC(C)(C)C (tert-butyl [(1R*,5S*,6S*)-6-aminomethyl-3-ethylbicyclo[3.2.0]hept-3-en-6-yl]acetate p-toluenesulfonate). Starting materials: NCC1(C2C=C(CC2C1)CC)CC(=O)OC(C)(C)C (tert-butyl [6-aminomethyl-3-ethylbicyclo[3.2.0]hept-3-en-6-yl]acetate), O.C1(=CC=C(C=C1)S(=O)(=O)O)C (p-toluenesulfonic acid monohydrate). Reported procedure: Ethyl acetate (70 ml, 10.4 v/w) was added to tert-butyl [6-aminomethyl-3-ethylbicyclo[3.2.0]hept-3-en-6-yl]acetate (7.8 g, purity: 86.7%, 22.03 mmol, 87:13 diastereomeric mixture), and the mixture was stirred at room temperature. After addition of p-toluenesulfonic acid monohydrate (4.2 g, 22.03 mmol, 0.87 eq.), the mixture was stirred at room temperature for 3 hours, and a crystal was collected by filtration. Then, the crystal was dried under reduced pressure under the condition of 40° C. to ob... The yield is 80.6%. As a reaction SMILES: C(OC([N:8]1[CH2:11][C:10]([O:13][C:14]2[CH:19]=[C:18]([Br:20])[CH:17]=[CH:16][C:15]=2[O:21][CH2:22][CH2:23][C:24]2[CH:29]=[CH:28][CH:27]=[CH:26][CH:25]=2)([CH3:12])[CH2:9]1)=O)(C)(C)C.C(OC(N1CC(OC2C=C(Br)C=CC=2O)(C)C1)=O)(C)(C)C.BrCCC1C=CC=CC=1.C([O-])([O-])=O.[Cs+].[Cs+]>CN(C=O)C.O>[Br:20][C:18]1[CH:17]=[CH:16][C:15]([O:21][CH2:22][CH2:23][C:24]2[CH:25]=[CH:26][CH:27]=[CH:28][CH:29]=2)=[C:14]([CH:19]=1)[O:13][C:10]1([CH3:12])[CH2:11][NH:8][CH2:9]1 |f:3.4.5|. Run in CN(C)C=O (DMF), O (H2O). Yields the product BrC=1C=CC(=C(OC2(CNC2)C)C1)OCCC1=CC=CC=C1 (3-(5-Bromo-2-phenethyloxy-phenoxy)-3-methyl-azetidine). Run at time 18 hour. Reactants: C(C)(C)(C)OC(=O)N1CC(C1)(C)OC1=C(C=CC(=C1)Br)OCCC1=CC=CC=C1 (3-(5-Bromo-2-phenethyloxy-phenoxy)-3-methyl-azetidine-1-carboxylic acid tert-butyl ester), C(C)(C)(C)OC(=O)N1CC(C1)(C)OC1=C(C=CC(=C1)Br)O (3-(5-bromo-2-hydroxy-phenoxy)-3-methyl-azetidine-1-carboxylic acid tert-butyl ester), BrCCC1=CC=CC=C1 ((2-bromoethyl)benzene), C(=O)([O-])[O-].[Cs+].[Cs+] (Cs2CO3). Procedure details: Preparation of 3-(5-Bromo-2-phenethyloxy-phenoxy)-3-methyl-azetidine-1-carboxylic acid tert-butyl ester. A mixture of 3-(5-bromo-2-hydroxy-phenoxy)-3-methyl-azetidine-1-carboxylic acid tert-butyl ester (30 mg. 0.08 mmol), (2-bromoethyl)benzene (29 μL, 0.21 mmol), KI (42 mg, 0.25 mmol) and Cs2CO3 (82 mg, 0.25 mmol) in 3 mL DMF was stirred at rt for 18 h. The reaction mixture was diluted with H2O and extracted with EtOAc (3×). The organic layers were dried and purified by RP HPLC (Agilent) to give... The yield is 58.0%.